Dataset: the Open Reaction Database (ORD), a public repository of structured organic reaction records. Task: describe an organic reaction: reactants, conditions, products, and yield The reactants are CCOC(C)=O, CCN(CC)c1cccc(CN)c1, CC(C)(C)OC(=O)NC(Cc1ccccc1)C1CO1, O. Yields the product CCN(CC)c1cccc(CNCC(O)C(Cc2ccccc2)NC(=O)OC(C)(C)C)c1. Reaction SMILES: [CH3:33][CH2:34][O:35][C:36]([CH3:37])=[O:38].[NH2:1][CH2:2][c:3]1[cH:4][c:5]([N:6]([CH2:7][CH3:8])[CH2:9][CH3:10])[cH:11][cH:12][cH:13]1.[O:14]1[CH:15]([CH:17]([CH2:18][c:19]2[cH:20][cH:21][cH:22][cH:23][cH:24]2)[NH:25][C:26]([O:27][C:28]([CH3:29])([CH3:30])[CH3:31])=[O:32])[CH2:16]1.[OH2:39]>>[NH:1]([CH2:2][c:3]1[cH:4][c:5]([N:6]([CH2:7][CH3:8])[CH2:9][CH3:10])[cH:11][cH:12][cH:13]1)[CH2:16][CH:15]([OH:14])[CH:17]([CH2:18][c:19]1[cH:20][cH:21][cH:22][cH:23][cH:24]1)[NH:25][C:26]([O:27][C:28]([CH3:29])([CH3:30])[CH3:31])=[O:32].